Dataset: the Open Reaction Database (ORD), a public repository of structured organic reaction records. Task: describe an organic reaction: reactants, conditions, products, and yield Reactants: N1CCC(CC1)C1OC2=C(CN3C1=CC=C3)C=CC=C2 (11-(piperidin-4-yl)-5H,11H-pyrrolo[2,1-c][1,4]benzoxazepine), C1(=CC=CC=C1)N=C=O (phenylisocyanate). The product is C1(=CC=CC=C1)NC(=O)N1CCC(CC1)C1OC2=C(CN3C1=CC=C3)C=CC=C2 (N-Phenyl-4-(5H,11H-pyrrolo[2,1-c][1,4]benzoxazepine-11-yl)-1-piperidine carboxamide). Procedure details: A solution of 11-(piperidin-4-yl)-5H,11H-pyrrolo[2,1-c][1,4]benzoxazepine (4.8 g, 0.018 mole) and phenylisocyanate (2.14 ml, 0.02 mole) in 140 ml benzene was heated at 65° C. for 1 hour. The reaction mixture was then cooled. The product was filtered and dried to yield 6.25 g (90%) of a solid, m.p. 184°-192° C. This was recrystallized from tetrahydrofuran/diethyl ether (1:4) to yield 5.9 g (85%) of an analytically pure solid, m.p. 167°-170° C. Reaction SMILES: [NH:1]1[CH2:6][CH2:5][CH:4]([CH:7]2[C:13]3=[CH:14][CH:15]=[CH:16][N:12]3[CH2:11][C:10]3[CH:17]=[CH:18][CH:19]=[CH:20][C:9]=3[O:8]2)[CH2:3][CH2:2]1.[C:21]1([N:27]=[C:28]=[O:29])[CH:26]=[CH:25][CH:24]=[CH:23][CH:22]=1>C1C=CC=CC=1>[C:21]1([NH:27][C:28]([N:1]2[CH2:2][CH2:3][CH:4]([CH:7]3[C:13]4=[CH:14][CH:15]=[CH:16][N:12]4[CH2:11][C:10]4[CH:17]=[CH:18][CH:19]=[CH:20][C:9]=4[O:8]3)[CH2:5][CH2:6]2)=[O:29])[CH:26]=[CH:25][CH:24]=[CH:23][CH:22]=1. Yield: 89.6%. Run in C1=CC=CC=C1 (benzene). Reactants: CCCCCC, CCCCCCCNCCCCCSc1nc(-c2ccccc2)c(-c2ccccc2)[nH]1, O=C=Nc1ccccc1. The product is CCCCCCCN(CCCCCSc1nc(-c2ccccc2)c(-c2ccccc2)[nH]1)C(=O)Nc1ccccc1. Reaction SMILES: [CH3:41][CH2:42][CH2:43][CH2:44][CH2:45][CH3:46].[c:1]1(-[c:7]2[n:8][c:9]([S:18][CH2:19][CH2:20][CH2:21][CH2:22][CH2:23][NH:24][CH2:25][CH2:26][CH2:27][CH2:28][CH2:29][CH2:30][CH3:31])[nH:10][c:11]2-[c:12]2[cH:13][cH:14][cH:15][cH:16][cH:17]2)[cH:2][cH:3][cH:4][cH:5][cH:6]1.[c:32]1([N:38]=[C:39]=[O:40])[cH:33][cH:34][cH:35][cH:36][cH:37]1>>[c:1]1(-[c:7]2[n:8][c:9]([S:18][CH2:19][CH2:20][CH2:21][CH2:22][CH2:23][N:24]([CH2:25][CH2:26][CH2:27][CH2:28][CH2:29][CH2:30][CH3:31])[C:39]([NH:38][c:32]3[cH:33][cH:34][cH:35][cH:36][cH:37]3)=[O:40])[nH:10][c:11]2-[c:12]2[cH:13][cH:14][cH:15][cH:16][cH:17]2)[cH:2][cH:3][cH:4][cH:5][cH:6]1. Starting materials: COc1cc(C(=O)c2c(C)c(OCCOC(C)=O)c3ccccn23)ccc1[N+](=O)[O-], CCOC(C)=O, [Na+], C1COCCO1, [OH-], O. Yields the product COc1cc(C(=O)c2c(C)c(OCCO)c3ccccn23)ccc1[N+](=O)[O-]. RXN SMILES: [C:3](=[O:4])([CH3:5])[O:6][CH2:7][CH2:8][O:9][c:10]1[c:11]([CH3:32])[c:12]([C:19]([c:20]2[cH:21][c:22]([O:29][CH3:30])[c:23]([N+:26](=[O:27])[O-:28])[cH:24][cH:25]2)=[O:31])[n:13]2[cH:14][cH:15][cH:16][cH:17][c:18]12.[CH3:34][CH2:35][O:36][C:37](=[O:38])[CH3:39].[Na+:2].[O:40]1[CH2:41][CH2:42][O:43][CH2:44][CH2:45]1.[OH-:1].[OH2:33]>>[OH:6][CH2:7][CH2:8][O:9][c:10]1[c:11]([CH3:32])[c:12]([C:19]([c:20]2[cH:21][c:22]([O:29][CH3:30])[c:23]([N+:26](=[O:27])[O-:28])[cH:24][cH:25]2)=[O:31])[n:13]2[cH:14][cH:15][cH:16][cH:17][c:18]12. Starting materials: C(=O)C=1C=NC=CC1 (3-formylpyridine), NN1C(NC(=C1)C(C)(C)C)=O (1-amino-2,3-dihydro-2-oxo4-tert-butyl-1H-imidazole). Reagents/catalysts: Cl (hydrochloric acid). The solvent is C(C)O (ethanol). Yields the product O=C1N(C=C(N1)C(C)(C)C)N=CC=1C=NC=CC1 (2,3-Dihydro-2-oxo-1-pyrid-3-ylmethyleneamino-4-tert-butyl-1H-imidazole). Reaction SMILES: [CH:1]([C:3]1[CH:4]=[N:5][CH:6]=[CH:7][CH:8]=1)=O.[NH2:9][N:10]1[CH:14]=[C:13]([C:15]([CH3:18])([CH3:17])[CH3:16])[NH:12][C:11]1=[O:19]>Cl.C(O)C>[O:19]=[C:11]1[NH:12][C:13]([C:15]([CH3:17])([CH3:16])[CH3:18])=[CH:14][N:10]1[N:9]=[CH:1][C:3]1[CH:4]=[N:5][CH:6]=[CH:7][CH:8]=1. Reported procedure: 5.4 g of 3-formylpyridine and three drops of concentrated hydrochloric acid are added to a solution of 7.8 g of 1-amino-2,3-dihydro-2-oxo4-tert-butyl-1H-imidazole in 50 ml of ethanol. The reaction mixture is refluxed for 30 minutes with stirring and then cooled to room temperature, upon which the mixture starts to crystallize. To complete the crystal precipitation process, 100 ml of diethyl ether are added to the mixture. The crystallizate is filtered off with suction, triturated with acetonitri... Reactants: C(C)(C)(C)OC(=O)N1CC2CN(CC2C1)CC=1SC2=C(N=C(N=C2N2CCOCC2)Cl)N1 (5-(5-chloro-7-morpholin-4-ylthiazolo[4, 5-d]-pyrimidin-2-ylmethyl)-hexahydro-pyrrolo[3,4-c]pyrrole-2-carboxylic acid tert-butyl ester), C(C)(C)(C)OC(=O)N1C(CNCC1)(C)C (2,2-dimethylpiperazine-1-carboxylic acid tert-butyl ester). Product: C(C)(C)(C)OC(=O)N1C(CN(CC1)CC=1SC2=C(N=C(N=C2N2CCOCC2)Cl)N1)(C)C (4-(5-Chloro-7-morpholin-4-ylthiazolo[4,5-d]pyrimidin-2-ylmethyl)-2,2-dimethylpiperazine-1-carboxylic acid tert-butyl ester), solid. Isolated yield 38.0%. As a reaction SMILES: C(OC(N1C[CH:14]2[CH:10]([CH2:11][N:12]([CH2:16][C:17]3[S:18][C:19]4[C:24]([N:25]5[CH2:30][CH2:29][O:28][CH2:27][CH2:26]5)=[N:23][C:22]([Cl:31])=[N:21][C:20]=4[N:32]=3)[CH2:13]2)[CH2:9]1)=O)(C)(C)C.[C:33]([O:37][C:38]([N:40]1CCNC[C:41]1(C)C)=[O:39])([CH3:36])([CH3:35])[CH3:34]>>[C:33]([O:37][C:38]([N:40]1[CH2:41][CH2:13][N:12]([CH2:16][C:17]2[S:18][C:19]3[C:24]([N:25]4[CH2:26][CH2:27][O:28][CH2:29][CH2:30]4)=[N:23][C:22]([Cl:31])=[N:21][C:20]=3[N:32]=2)[CH2:11][C:10]1([CH3:14])[CH3:9])=[O:39])([CH3:36])([CH3:35])[CH3:34]. Procedure details: Prepared according to the method used in the preparation of 5-(5-chloro-7-morpholin-4-ylthiazolo[4, 5-d]-pyrimidin-2-ylmethyl)-hexahydro-pyrrolo[3,4-c]pyrrole-2-carboxylic acid tert-butyl ester using 2,2-dimethylpiperazine-1-carboxylic acid tert-butyl ester in place of hexahydro-pyrrolo[3,4-c]pyrrole-2-carboxylic acid tert-butyl ester. The title compound was obtained as a yellow solid (100 mg, 38%). Starting materials: C(C)NS(=O)(=O)C=1C=NN2C1N=CC(=C2NC2=C(C=C(C=C2)F)C)C(=O)OCC (Ethyl 3-(N-ethylsulfamoyl)-7-(4-fluoro-2-methylphenylamino)pyrazolo[1,5-a]pyrimidine-6-carboxylate), Cl.FC1=CC=C(C=C1)C1CCNCC1 (4-(4-fluorophenyl)piperidine hydrochloride). Yields the product C(C)NS(=O)(=O)C=1C=NN2C1N=CC(=C2NC2=C(C=C(C=C2)F)C)C(=O)N2CCC(CC2)C2=CC=C(C=C2)F (N-ethyl-7-(4-fluoro-2-methylphenylamino)-6-[4-(4-fluorophenyl)piperidine-1-carbonyl]pyrazolo[1,5-a]pyrimidine-3-sulfonamide). Isolated yield 7.9%. Reaction SMILES: [CH2:1]([NH:3][S:4]([C:7]1[CH:8]=[N:9][N:10]2[C:15]([NH:16][C:17]3[CH:22]=[CH:21][C:20]([F:23])=[CH:19][C:18]=3[CH3:24])=[C:14]([C:25](OCC)=[O:26])[CH:13]=[N:12][C:11]=12)(=[O:6])=[O:5])[CH3:2].Cl.[F:31][C:32]1[CH:37]=[CH:36][C:35]([CH:38]2[CH2:43][CH2:42][NH:41][CH2:40][CH2:39]2)=[CH:34][CH:33]=1>>[CH2:1]([NH:3][S:4]([C:7]1[CH:8]=[N:9][N:10]2[C:15]([NH:16][C:17]3[CH:22]=[CH:21][C:20]([F:23])=[CH:19][C:18]=3[CH3:24])=[C:14]([C:25]([N:41]3[CH2:42][CH2:43][CH:38]([C:35]4[CH:34]=[CH:33][C:32]([F:31])=[CH:37][CH:36]=4)[CH2:39][CH2:40]3)=[O:26])[CH:13]=[N:12][C:11]=12)(=[O:5])=[O:6])[CH3:2] |f:1.2|. Reported procedure: Using ethyl 3-(N-ethylsulfamoyl)-7-(4-fluoro-2-methylphenylamino)pyrazolo[1,5-a]pyrimidine-6-carboxylate (0.483 g, 1.145 mmol) obtained in Example 2 step 1 and 4-(4-fluorophenyl)piperidine hydrochloride (0.099 g, 0.458 mmol) instead of 4-phenylpiperidine, and in the same manner as in Example 1 step 4, the title compound (0.020 g, 3%) was obtained. Reaction SMILES: [C:24]([CH2:25][C:26](=[O:27])[O:28][CH:29]([CH3:30])[CH3:31])(=[O:32])[O:33][CH2:34][c:35]1[cH:36][cH:37][c:38]([N+:41](=[O:42])[O-:43])[cH:39][cH:40]1.[CH2:48]1[CH2:49][CH2:50][NH:51][CH2:52][CH2:53]1.[CH3:1][c:2]1[c:3]([CH2:13][CH2:14][O:15][c:16]2[cH:17][cH:18][c:19]([CH:20]=[O:21])[cH:22][cH:23]2)[n:4][c:5](-[c:7]2[cH:8][cH:9][cH:10][cH:11][cH:12]2)[o:6]1.[CH3:44][C:45](=[O:46])[OH:47].[CH3:54][c:55]1[cH:56][cH:57][cH:58][cH:59][cH:60]1>>[CH3:1][c:2]1[c:3]([CH2:13][CH2:14][O:15][c:16]2[cH:17][cH:18][c:19]([CH:20]=[C:25]([C:24](=[O:32])[O:33][CH2:34][c:35]3[cH:36][cH:37][c:38]([N+:41](=[O:42])[O-:43])[cH:39][cH:40]3)[C:26](=[O:27])[O:28][CH:29]([CH3:30])[CH3:31])[cH:22][cH:23]2)[n:4][c:5](-[c:7]2[cH:8][cH:9][cH:10][cH:11][cH:12]2)[o:6]1. Reactants: CC(C)OC(=O)CC(=O)OCc1ccc([N+](=O)[O-])cc1, C1CCNCC1, Cc1oc(-c2ccccc2)nc1CCOc1ccc(C=O)cc1, CC(=O)O, Cc1ccccc1. The product is Cc1oc(-c2ccccc2)nc1CCOc1ccc(C=C(C(=O)OCc2ccc([N+](=O)[O-])cc2)C(=O)OC(C)C)cc1. The reactants are ClC=1C=CC(=NC1)[C@](CC1=CC=C(C=C1)CCCC(=O)OCC)(C1=CC(=CC(=C1)OC(C(F)F)(F)F)F)NC(C1=CC(=C(C=C1)F)C(F)(F)F)=O ((S)-ethyl 4-(4-(2-(5-chloropyridin-2-yl)-2-(4-fluoro-3-(trifluoromethyl)benzamido)-2-(3-fluoro-5-(1,1,2,2-tetrafluoroethoxy)phenyl)ethyl)phenyl)butanoate), [Li+].[OH-] (LiOH). Run in C1CCOC1 (THF), Cl (HCl). Run at time 3 day. Yields the product ClC=1C=CC(=NC1)[C@](CC1=CC=C(C=C1)CCCC(=O)O)(C1=CC(=CC(=C1)OC(C(F)F)(F)F)F)NC(C1=CC(=C(C=C1)F)C(F)(F)F)=O ((S)-4-(4-(2-(5-chloropyridin-2-yl)-2-(4-fluoro-3-(trifluoromethyl)benzamido)-2-(3-fluoro-5-(1,1,2,2-tetrafluoroethoxy)phenyl)ethyl)phenyl)butanoic acid). Yield: 91.8%. RXN SMILES: [Cl:1][C:2]1[CH:3]=[CH:4][C:5]([C@@:8]([NH:38][C:39](=[O:51])[C:40]2[CH:45]=[CH:44][C:43]([F:46])=[C:42]([C:47]([F:50])([F:49])[F:48])[CH:41]=2)([C:24]2[CH:29]=[C:28]([O:30][C:31]([F:36])([F:35])[CH:32]([F:34])[F:33])[CH:27]=[C:26]([F:37])[CH:25]=2)[CH2:9][C:10]2[CH:15]=[CH:14][C:13]([CH2:16][CH2:17][CH2:18][C:19]([O:21]CC)=[O:20])=[CH:12][CH:11]=2)=[N:6][CH:7]=1.[Li+].[OH-]>C1COCC1.Cl>[Cl:1][C:2]1[CH:3]=[CH:4][C:5]([C@@:8]([NH:38][C:39](=[O:51])[C:40]2[CH:45]=[CH:44][C:43]([F:46])=[C:42]([C:47]([F:50])([F:48])[F:49])[CH:41]=2)([C:24]2[CH:29]=[C:28]([O:30][C:31]([F:36])([F:35])[CH:32]([F:33])[F:34])[CH:27]=[C:26]([F:37])[CH:25]=2)[CH2:9][C:10]2[CH:11]=[CH:12][C:13]([CH2:16][CH2:17][CH2:18][C:19]([OH:21])=[O:20])=[CH:14][CH:15]=2)=[N:6][CH:7]=1 |f:1.2|. Reported procedure: (S)-ethyl 4-(4-(2-(5-chloropyridin-2-yl)-2-(4-fluoro-3-(trifluoromethyl)benzamido)-2-(3-fluoro-5-(1,1,2,2-tetrafluoroethoxy)phenyl)ethyl)phenyl)butanoate (11.2 mg, 0.015 mmol) was dissolved in THF (0.2 mL) and a 1N LiOH solution was added. The reaction mixture was stirred at room temperature for 3 days, then diluted with 1N HCl (0.5 mL). The aqueous layer was extracted with CH2Cl2 (3×0.5 mL). The combined organic portions were dried over Na2SO4, filtered and the solvent removed in vacuo to yield... Reactants: NC1=C2C(=NC=N1)N(N=C2C2=NC=CN=C2)C(C)C=2OC(C1=CC=CC=C1C2C2=CC=CC=C2)=O (3-(1-(4-amino-3-(pyrazin-2-yl)-1H-pyrazolo[3,4-d]pyrimidin-1-yl)ethyl)-4-phenyl-1H-isochromen-1-one), FC1=CC=C(C=C1)S(=O)(=O)NC=1C=NC=C(C1)[Sn](C)(C)C (4-fluoro-N-(5-(trimethylstannyl)pyridin-3-yl)benzenesulfonamide), NC1=C2C(=NC=N1)N(N=C2I)C(C)C=2OC(C1=CC=CC=C1C2C2=CC=CC=C2)=O (3-(1-(4-amino-3-iodo-1H-pyrazolo[3,4-d]pyrimidin-1-yl)ethyl)-4-phenyl-1H-isochromen-1-one). Yields the product NC1=C2C(=NC=N1)N(N=C2C=2C=C(C=NC2)NS(=O)(=O)C2=CC=C(C=C2)F)C(C)C=2OC(C1=CC=CC=C1C2C2=CC=CC=C2)=O (N-(5-(4-amino-1-(1-(1-oxo-4-phenyl-1H-isochromen-3-yl)ethyl)-1H-pyrazolo[3,4-d]pyrimidin-3-yl)pyridin-3-yl)-4-fluorobenzenesulfonamide). The yield is 17.4%. RXN SMILES: [NH2:1][C:2]1[N:7]=[CH:6][N:5]=[C:4]2[N:8]([CH:17]([C:19]3[O:20][C:21](=[O:35])[C:22]4[C:27]([C:28]=3[C:29]3[CH:34]=[CH:33][CH:32]=[CH:31][CH:30]=3)=[CH:26][CH:25]=[CH:24][CH:23]=4)[CH3:18])[N:9]=[C:10](C3C=NC=CN=3)[C:3]=12.[F:36][C:37]1[CH:42]=[CH:41][C:40]([S:43]([NH:46][C:47]2[CH:48]=[N:49][CH:50]=[C:51]([Sn](C)(C)C)[CH:52]=2)(=[O:45])=[O:44])=[CH:39][CH:38]=1.NC1N=CN=C2N(C(C3OC(=O)C4C(C=3C3C=CC=CC=3)=CC=CC=4)C)N=C(I)C=12>>[NH2:1][C:2]1[N:7]=[CH:6][N:5]=[C:4]2[N:8]([CH:17]([C:19]3[O:20][C:21](=[O:35])[C:22]4[C:27]([C:28]=3[C:29]3[CH:34]=[CH:33][CH:32]=[CH:31][CH:30]=3)=[CH:26][CH:25]=[CH:24][CH:23]=4)[CH3:18])[N:9]=[C:10]([C:51]3[CH:52]=[C:47]([NH:46][S:43]([C:40]4[CH:41]=[CH:42][C:37]([F:36])=[CH:38][CH:39]=4)(=[O:45])=[O:44])[CH:48]=[N:49][CH:50]=3)[C:3]=12. Procedure details: The title compound was made in a similar way as that of the compound of example 52 from 4-fluoro-N-(5-(trimethylstannyl)pyridin-3-yl)benzenesulfonamide (Intermediate G9, 98 mg, 0.236 mmol) and 3-(1-(4-amino-3-iodo-1H-pyrazolo[3,4-d]pyrimidin-1-yl)ethyl)-4-phenyl-1H-isochromen-1-one (intermediate D2a, 60 mg, 0.118 mmol) affording the title compound (13 mg, 0.021 mmol, 17.4% yield) as white solid